From a dataset of the Open Reaction Database (ORD), a public repository of structured organic reaction records. describe an organic reaction: reactants, conditions, products, and yield Reactants: C(=O)([O-])[O-].[K+].[K+] (K2CO3), BrC1=C(N=C2N1C=CC=C2)C2=CC=C(C=O)C=C2 (4-(3-bromoimidazo[1,2-a]pyridin-2-yl)benzaldehyde), FC1=CC=C(C=C1)B(O)O (4-fluorphenyl boronic acid), tetrakis triphenylphosphine palladium (0), O.C(C)O (ethanol water). Run in O (water), C1(=CC=CC=C1)C (toluene). Run at temperature 90 celsius. The product is FC1=CC=C(C=C1)C1=C(N=C2N1C=CC=C2)C2=CC=C(C=O)C=C2 (4-[3-(4-fluorophenyl)imidazo[1,2-a]pyridin-2-yl]benzaldehyde). Reaction SMILES: Br[C:2]1[N:6]2[CH:7]=[CH:8][CH:9]=[CH:10][C:5]2=[N:4][C:3]=1[C:11]1[CH:18]=[CH:17][C:14]([CH:15]=[O:16])=[CH:13][CH:12]=1.[F:19][C:20]1[CH:25]=[CH:24][C:23](B(O)O)=[CH:22][CH:21]=1.C([O-])([O-])=O.[K+].[K+].O.C(O)C>C1(C)C=CC=CC=1.O>[F:19][C:20]1[CH:25]=[CH:24][C:23]([C:2]2[N:6]3[CH:7]=[CH:8][CH:9]=[CH:10][C:5]3=[N:4][C:3]=2[C:11]2[CH:18]=[CH:17][C:14]([CH:15]=[O:16])=[CH:13][CH:12]=2)=[CH:22][CH:21]=1 |f:2.3.4,5.6|. Reported procedure: 0.46 g (1.5 mM) 4-(3-bromoimidazo[1,2-a]pyridin-2-yl)benzaldehyde (prepared as described by Sundberg et al.; J. Heterocyclic Chem., 25, 129, 1988) is dissolved in 5 mL of toluene. To this mixture is added 4-fluorphenyl boronic acid (1.5 eq) followed by tetrakis triphenylphosphine palladium (0) 10% by wt, K2CO3 (3 eq) and ethanol water mixture (4 mL). The reaction mixture is heated at 90° C. for 4-6 h. The reaction is cooled to room temperature and 20 mL of water is added and the reaction mixture...